Dataset: the Open Reaction Database (ORD), a public repository of structured organic reaction records. Task: describe an organic reaction: reactants, conditions, products, and yield Starting materials: Cc1cc(NC(=O)CBr)on1, CCOC(C)=O, CCCC(C)C, CC#N, O=C(OC1CN2CCC1CC2)C1(c2cccs2)CCCCCC1. Product: [Br-], Cc1cc(NC(=O)C[N+]23CCC(CC2)C(OC(=O)C2(c4cccs4)CCCCCC2)C3)on1. As a reaction SMILES: [Br:24][CH2:25][C:26](=[O:27])[NH:28][c:29]1[cH:30][c:31]([CH3:34])[n:32][o:33]1.[CH3:35][CH2:36][O:37][C:38](=[O:39])[CH3:40].[CH3:41][CH2:42][CH2:43][CH:44]([CH3:45])[CH3:46].[CH3:47][C:48]#[N:49].[N:1]12[CH2:2][CH:3]([O:9][C:10](=[O:11])[C:12]3([c:19]4[s:20][cH:21][cH:22][cH:23]4)[CH2:13][CH2:14][CH2:15][CH2:16][CH2:17][CH2:18]3)[CH:4]([CH2:5][CH2:6]1)[CH2:7][CH2:8]2>>[Br-:24].[N+:1]12([CH2:25][C:26](=[O:27])[NH:28][c:29]3[cH:30][c:31]([CH3:34])[n:32][o:33]3)[CH2:2][CH:3]([O:9][C:10](=[O:11])[C:12]3([c:19]4[s:20][cH:21][cH:22][cH:23]4)[CH2:13][CH2:14][CH2:15][CH2:16][CH2:17][CH2:18]3)[CH:4]([CH2:5][CH2:6]1)[CH2:7][CH2:8]2. Reactants: Cc1oc(C(C)(C)C)cc1-c1cc(N)[nH]n1, Nc1cc[nH]n1, C1CCOC1, O=C1Nc2ccccc2C1=CO, O=C1Nc2cc(F)ccc2C1=CO. Product: Cc1oc(C(C)(C)C)cc1-c1cc(NC=C2C(=O)Nc3cc(F)ccc32)[nH]n1. As a reaction SMILES: [C:26]([CH3:27])([CH3:28])([CH3:29])[c:30]1[cH:31][c:32](-[c:36]2[cH:37][c:38]([NH2:41])[nH:39][n:40]2)[c:33]([CH3:35])[o:34]1.[NH2:42][c:43]1[cH:44][cH:45][nH:46][n:47]1.[O:48]1[CH2:49][CH2:50][CH2:51][CH2:52]1.[OH:14][CH:15]=[C:16]1[C:17](=[O:18])[NH:19][c:20]2[c:21]1[cH:22][cH:23][cH:24][cH:25]2.[OH:1][CH:2]=[C:3]1[C:4](=[O:13])[NH:5][c:6]2[cH:7][c:8]([F:12])[cH:9][cH:10][c:11]21>>[CH:2](=[C:3]1[C:4](=[O:13])[NH:5][c:6]2[cH:7][c:8]([F:12])[cH:9][cH:10][c:11]21)[NH:41][c:38]1[cH:37][c:36](-[c:32]2[cH:31][c:30]([C:26]([CH3:27])([CH3:28])[CH3:29])[o:34][c:33]2[CH3:35])[n:40][nH:39]1. The product is [Cl-], COC(=O)c1[nH]c2cc(Cl)cc3c2c1C(CC(=O)O)CC3. As a reaction SMILES: [CH3:28][CH2:29][O:30][C:31](=[O:32])[CH3:33].[Cl:1][C:2]([C:3]([Cl:4])=[O:5])=[O:6].[Cl:7][c:8]1[cH:9][c:10]2[c:11]3[c:12]([c:13]([C:17](=[O:18])[O:19][CH3:20])[nH:14][c:15]3[cH:16]1)[CH:21]([CH2:24][C:25](=[O:26])[OH:27])[CH2:22][CH2:23]2.[O:34]=[CH:35][N:36]([CH3:37])[CH3:38]>>[Cl-:1].[Cl:7][c:8]1[cH:9][c:10]2[c:11]3[c:12]([c:13]([C:17](=[O:18])[O:19][CH3:20])[nH:14][c:15]3[cH:16]1)[CH:21]([CH2:24][C:25](=[O:26])[OH:27])[CH2:22][CH2:23]2. The reactants are CCOC(C)=O, O=C(Cl)C(=O)Cl, COC(=O)c1[nH]c2cc(Cl)cc3c2c1C(CC(=O)O)CC3, CN(C)C=O.